This data is from the Open Reaction Database (ORD), a public repository of structured organic reaction records. The task is: describe an organic reaction: reactants, conditions, products, and yield The reactants are Cc1noc(-c2ccc(Br)cc2)c1NC(=O)OC(C)c1ccccc1C#N, CCOC(=O)C1(c2ccc(B3OC(C)(C)C(C)(C)O3)cc2)CC1. Product: CCOC(=O)C1(c2ccc(-c3ccc(-c4onc(C)c4NC(=O)OC(C)c4ccccc4C#N)cc3)cc2)CC1. RXN SMILES: [C:1](#[N:2])[c:3]1[c:4]([CH:9]([CH3:10])[O:11][C:12]([NH:13][c:14]2[c:15]([CH3:26])[n:16][o:17][c:18]2-[c:19]2[cH:20][cH:21][c:22]([Br:25])[cH:23][cH:24]2)=[O:27])[cH:5][cH:6][cH:7][cH:8]1.[CH2:28]([CH3:29])[O:30][C:31](=[O:32])[C:33]1([c:36]2[cH:37][cH:38][c:39]([B:42]3[O:43][C:44]([CH3:45])([CH3:46])[C:47]([CH3:48])([CH3:49])[O:50]3)[cH:40][cH:41]2)[CH2:34][CH2:35]1>>[C:1](#[N:2])[c:3]1[c:4]([CH:9]([CH3:10])[O:11][C:12]([NH:13][c:14]2[c:15]([CH3:26])[n:16][o:17][c:18]2-[c:19]2[cH:20][cH:21][c:22](-[c:39]3[cH:38][cH:37][c:36]([C:33]4([C:31]([O:30][CH2:28][CH3:29])=[O:32])[CH2:34][CH2:35]4)[cH:41][cH:40]3)[cH:23][cH:24]2)=[O:27])[cH:5][cH:6][cH:7][cH:8]1. Isolated yield 85.5%. The product is ClC=1C(=C(C=CC1)[N+](=O)[O-])CCO (3-Chloro-2-(2-hydroxyethyl)nitrobenzene). Reaction SMILES: [BH4-].[Na+].O1CCCC1.[Cl:8][C:9]1[CH:14]=[CH:13][CH:12]=[C:11]([N+:15]([O-:17])=[O:16])[C:10]=1[CH2:18][C:19](O)=[O:20].C(=O)([O-])O.[Na+]>C(Cl)Cl.O>[Cl:8][C:9]1[C:10]([CH2:18][CH2:19][OH:20])=[C:11]([N+:15]([O-:17])=[O:16])[CH:12]=[CH:13][CH:14]=1 |f:0.1,4.5|. Procedure details: 2.26 g (59.8 mmol) of sodium borohydride was added to 7 ml of tetrahydrofuran, and while cooling on ice, 15 ml of tetrahydrofuran solution containing 6.78 g (31.5 mmol) of the compound (137) obtained above was dropped to the solution through 20 minutes. Then, 15 ml of tetrahydrofuran solution containing 10 ml of borontrifluoride-ether complex was dropped to the solution through 10 minutes, and after stirring for 30 minutes as was, the solution was stirred for 1 hour at room temperature. To 130 m... Reaction conditions: time 30 minute. Starting materials: C(O)([O-])=O.[Na+] (sodium hydrogen carbonate), ClC1=C(C(=CC=C1)[N+](=O)[O-])CC(=O)O (2-Chloro-6-nitrophenylacetic acid), [BH4-].[Na+] (sodium borohydride), O1CCCC1 (tetrahydrofuran), O1CCCC1 (tetrahydrofuran), O1CCCC1 (tetrahydrofuran). Run in C(Cl)Cl (methylene chloride), O (water). Reactants: BrC1=CC=C(C=O)C=C1 (4-bromobenzaldehyde), Cl.S(N)(=O)(=O)C1=CC=C(C=C1)NN (4-sulfamylphenyl-hydrazine hydrochloride). Product: S(N)(=O)(=O)C1=CC=C(C=C1)NN=CC1=CC=C(C=C1)Br (4-Bromobenzaldehyde-4-sulfamylphenylhydrazone). Yield: 66.0%. Reaction SMILES: [Br:1][C:2]1[CH:9]=[CH:8][C:5]([CH:6]=O)=[CH:4][CH:3]=1.Cl.[S:11]([C:15]1[CH:20]=[CH:19][C:18]([NH:21][NH2:22])=[CH:17][CH:16]=1)(=[O:14])(=[O:13])[NH2:12]>>[S:11]([C:15]1[CH:16]=[CH:17][C:18]([NH:21][N:22]=[CH:6][C:5]2[CH:8]=[CH:9][C:2]([Br:1])=[CH:3][CH:4]=2)=[CH:19][CH:20]=1)(=[O:14])(=[O:13])[NH2:12] |f:1.2|. Reported procedure: A solution of 4-bromobenzaldehyde (5 mmol) and 4-sulfamylphenyl-hydrazine hydrochloride was subjected to the General Procedure. The title compound, melting point 190–192° C., was obtained in 66% yield. The reactants are C, CCOC(C)=O, COC(=O)COc1ncccc1[N+](=O)[O-], [Pd]. Product: COC(=O)COc1ncccc1N. As a reaction SMILES: [C:16].[CH3:18][CH2:19][O:20][C:21](=[O:22])[CH3:23].[CH3:1][O:2][C:3](=[O:4])[CH2:5][O:6][c:7]1[n:8][cH:9][cH:10][cH:11][c:12]1[N+:13]([O-:14])=[O:15].[Pd:17]>>[CH3:1][O:2][C:3](=[O:4])[CH2:5][O:6][c:7]1[n:8][cH:9][cH:10][cH:11][c:12]1[NH2:13]. Reactants: C1CCOC1, CC(C)[N-]C(C)C, ClP(c1ccccc1)c1ccccc1, [Li+], COc1ccc(Br)c(OC)n1, O. Reaction SMILES: [CH2:35]1[O:36][CH2:37][CH2:38][CH2:39]1.[CH3:2][CH:3]([N-:4][CH:5]([CH3:6])[CH3:7])[CH3:8].[Cl:20][P:21]([c:22]1[cH:23][cH:24][cH:25][cH:26][cH:27]1)[c:28]1[cH:29][cH:30][cH:31][cH:32][cH:33]1.[Li+:1].[O:9]([CH3:10])[c:11]1[n:12][c:13]([O:18][CH3:19])[cH:14][cH:15][c:16]1[Br:17].[OH2:34]>>[O:9]([CH3:10])[c:11]1[n:12][c:13]([O:18][CH3:19])[cH:14][c:15]([P:21]([c:22]2[cH:23][cH:24][cH:25][cH:26][cH:27]2)[c:28]2[cH:29][cH:30][cH:31][cH:32][cH:33]2)[c:16]1[Br:17]. Yields the product COc1cc(P(c2ccccc2)c2ccccc2)c(Br)c(OC)n1. Starting materials: CC(=O)c1ccccc1O, CC(C)C(=O)Nc1cccc(C2CCN(CCC(O)c3ccc(Cl)cc3)CC2)c1. As a reaction SMILES: [C:30]([CH3:31])(=[O:32])[c:33]1[c:34]([OH:39])[cH:35][cH:36][cH:37][cH:38]1.[Cl:1][c:2]1[cH:3][cH:4][c:5]([CH:8]([CH2:9][CH2:10][N:11]2[CH2:12][CH2:13][CH:14]([c:17]3[cH:18][c:19]([NH:23][C:24]([CH:25]([CH3:26])[CH3:27])=[O:28])[cH:20][cH:21][cH:22]3)[CH2:15][CH2:16]2)[OH:29])[cH:6][cH:7]1>>[Cl:1][c:2]1[cH:3][cH:4][c:5]([CH:8]([CH2:9][CH2:10][N:11]2[CH2:12][CH2:13][CH:14]([c:17]3[cH:18][c:19]([NH:23][C:24]([CH:25]([CH3:26])[CH3:27])=[O:28])[cH:20][cH:21][cH:22]3)[CH2:15][CH2:16]2)[O:29][c:34]2[c:33]([C:30]([CH3:31])=[O:32])[cH:38][cH:37][cH:36][cH:35]2)[cH:6][cH:7]1. The product is CC(=O)c1ccccc1OC(CCN1CCC(c2cccc(NC(=O)C(C)C)c2)CC1)c1ccc(Cl)cc1. Reactants: COC(=O)C1=C(SC=C1)N (methyl-2-aminothiophene-3-carboxylate), [O-]C#N.[K+] (potassium cyanate). Solvent: C(C)(=O)O (acetic acid), O (water), O (water). Conditions: time 15 hour. Product: N1C(NC(C2=C1SC=C2)=O)=O (Thieno[2,3-d]pyrimidine-2,4(1H,3H)-dione). Isolated yield 25.2%. RXN SMILES: CO[C:3]([C:5]1[CH:9]=[CH:8][S:7][C:6]=1[NH2:10])=[O:4].[O-:11][C:12]#[N:13].[K+]>C(O)(=O)C.O>[NH:10]1[C:6]2[S:7][CH:8]=[CH:9][C:5]=2[C:3](=[O:4])[NH:13][C:12]1=[O:11] |f:1.2|. Procedure: To a stirred solution of methyl-2-aminothiophene-3-carboxylate (2.03 g, 12.9 mmol) in acetic acid (65 mL) and water (6.5 mL) was added a solution of potassium cyanate (3.14 g, 38.7 mmol) dissolved in water (10.4 mL) dropwise via syringe. The reaction was stirred at room temperature for 15 h, upon completion of the reaction; the reaction mixture was concentrated to 75% and filtered off white solid. To the solid was added 6% aqueous sodium hydroxide (16 mL) and refluxed for 2 h. After cooling to r... Starting materials: C(C)(=O)OCC1=CC(=CC=C1)OC1=CC=CC=C1 (3-phenoxybenzyl acetate), Cl (hydrochloric acid). The solvent is CO (methanol). The product is O(C1=CC=CC=C1)C=1C=C(CO)C=CC1 (3-phenoxybenzyl alcohol). Isolated yield 90.0%. Reaction SMILES: C([O:4][CH2:5][C:6]1[CH:11]=[CH:10][CH:9]=[C:8]([O:12][C:13]2[CH:18]=[CH:17][CH:16]=[CH:15][CH:14]=2)[CH:7]=1)(=O)C.Cl>CO>[O:12]([C:8]1[CH:7]=[C:6]([CH:11]=[CH:10][CH:9]=1)[CH2:5][OH:4])[C:13]1[CH:14]=[CH:15][CH:16]=[CH:17][CH:18]=1. Procedure: 2.42 g. (0.01 mole) of 3-phenoxybenzyl acetate, 5 cm3. of methanol and 5 cm3. of 2N hydrochloric acid solution are refluxed for three hours. Then the methanol is distilled off. The organic phase is dissolved in 30 cm3. of methylene chloride, washed with 10 cm3. of water, 10 cm3. of 1N sodium hydroxide solution and 10 cm3. of water then evaporated. 1.8 g. of 3-phenoxybenzyl alcohol are obtained. nD20 : 1.593, yield 90%. Reactants: C(C)OC(C(=O)CC1=C(C=C(C=C1[N+](=O)[O-])C)OCC1=CC=CC=C1)=O (2-benzyloxy-4-methyl-6-nitrophenyl pyruvic acid ethyl ester), C(C)(=O)O (acetic acid). Solvent: O (water). Run at time 30 minute. Product: C(C1=CC=CC=C1)OC1=C2C=C(NC2=CC(=C1)C)C(=O)OCC (4-benzyloxy-2-ethoxycarbonyl-6-methylindole). Yield: 59.0%. As a reaction SMILES: [CH2:1]([O:3][C:4](=[O:26])[C:5]([CH2:7][C:8]1[C:13]([N+:14]([O-])=O)=[CH:12][C:11]([CH3:17])=[CH:10][C:9]=1[O:18][CH2:19][C:20]1[CH:25]=[CH:24][CH:23]=[CH:22][CH:21]=1)=O)[CH3:2].C(O)(=O)C>O>[CH2:19]([O:18][C:9]1[CH:10]=[C:11]([CH3:17])[CH:12]=[C:13]2[C:8]=1[CH:7]=[C:5]([C:4]([O:3][CH2:1][CH3:2])=[O:26])[NH:14]2)[C:20]1[CH:25]=[CH:24][CH:23]=[CH:22][CH:21]=1. Procedure details: The solution of 30.6 g of the thus prepared 2-benzyloxy-4-methyl-6-nitrophenyl pyruvic acid ethyl ester in a composition of 250 ml glacial acetic acid and 15 ml water is brought to boiling. The heating is removed and the solution is mixed with 33.6 g zinc dust in such a manner that the boiling temperature is maintained. 5.6 g zinc dust is additionally added and heated to boiling for 30 minutes. The mixture is aspirated from the excessive zinc dust while still hot. The filter cake is washed well ... The product is O=C(NOCc1ccccc1)c1ccc(O)cc1. RXN SMILES: [CH2:12]([c:13]1[cH:14][cH:15][cH:16][cH:17][cH:18]1)[O:19][NH2:20].[CH3:22][N:23]([CH3:24])[CH2:25][CH2:26][CH2:27][N:28]=[C:29]=[N:30][CH2:31][CH3:32].[CH3:34][N:35]([CH3:36])[c:37]1[cH:38][cH:39][n:40][cH:41][cH:42]1.[Cl:43][CH2:44][Cl:45].[ClH:11].[ClH:21].[OH2:33].[OH:1][C:2](=[O:3])[c:4]1[cH:5][cH:6][c:7]([OH:8])[cH:9][cH:10]1>>[C:2](=[O:3])([c:4]1[cH:5][cH:6][c:7]([OH:8])[cH:9][cH:10]1)[NH:20][O:19][CH2:12][c:13]1[cH:14][cH:15][cH:16][cH:17][cH:18]1. Reactants: NOCc1ccccc1, CCN=C=NCCCN(C)C, CN(C)c1ccncc1, ClCCl, Cl, Cl, O, O=C(O)c1ccc(O)cc1.